This data is from the Open Reaction Database (ORD), a public repository of structured organic reaction records. The task is: describe an organic reaction: reactants, conditions, products, and yield Reactants: C(C)(=O)C(C(=O)OCC)CCCCCCOC1=C(C=C(C=C1)OC)Cl (ethyl 2-acetyl-8-(2-chloro-4-methoxyphenoxy)octanoate), NNC(=S)N (thiosemicarbazide), C[O-].[Na+] (sodium methoxide). Run in CO (methanol). Product: ClC1=C(OCCCCCCC=2C(=NNC2C)O)C=CC(=C1)OC (4-[6-(2-chloro-4-methoxyphenoxy)hexyl]-5-methyl-1H-pyrazol-3-ol). Isolated yield 55.2%. RXN SMILES: [C:1]([CH:4]([CH2:10][CH2:11][CH2:12][CH2:13][CH2:14][CH2:15][O:16][C:17]1[CH:22]=[CH:21][C:20]([O:23][CH3:24])=[CH:19][C:18]=1[Cl:25])[C:5](OCC)=[O:6])(=O)[CH3:2].[NH2:26][NH:27]C(N)=S.C[O-].[Na+]>CO>[Cl:25][C:18]1[CH:19]=[C:20]([O:23][CH3:24])[CH:21]=[CH:22][C:17]=1[O:16][CH2:15][CH2:14][CH2:13][CH2:12][CH2:11][CH2:10][C:4]1[C:5]([OH:6])=[N:26][NH:27][C:1]=1[CH3:2] |f:2.3|. Procedure details: A mixture of 11.1 g (0.03 m) of ethyl 2-acetyl-8-(2-chloro-4-methoxyphenoxy)octanoate, 2.73 g (0.03 m) of thiosemicarbazide and 1.62 g (0.03 m) of sodium methoxide in 15 ml of methanol was heated at reflux for 24 hours. The solid product was collected, washed with 50% aqueous ethanol and recrystallized from ethanol to give 5.6 g of 4-[6-(2-chloro-4-methoxyphenoxy)hexyl]-5-methyl-1H-pyrazol-3-ol, m.p. 145°-146° C.; MIC=6 microg/ml (herpes 2). (During this reaction the thiocarbamyl group (CSNH2) o... Starting materials: C=CC#N, C[N+](C)(C)Cc1ccccc1, CO, CCO, [OH-], O=c1cccn[nH]1. Product: N#CCCn1ncccc1=O. As a reaction SMILES: [CH2:8]=[CH:9][C:10]#[N:11].[CH3:13][N+:14]([CH3:15])([CH3:16])[CH2:17][c:18]1[cH:19][cH:20][cH:21][cH:22][cH:23]1.[CH3:24][OH:25].[CH3:26][CH2:27][OH:28].[OH-:12].[n:1]1[nH:2][c:3](=[O:7])[cH:4][cH:5][cH:6]1>>[n:1]1[n:2]([CH2:8][CH2:9][C:10]#[N:11])[c:3](=[O:7])[cH:4][cH:5][cH:6]1. Starting materials: O=CCC1(CC1)CC#N ([1-(2-Oxoethyl)cyclopropyl]acetonitrile), C1(=CC=CC=C1)P(=CC(C)=O)(C1=CC=CC=C1)C1=CC=CC=C1 (1-triphenylphosphoranylidene-2-propanone). Solvent: C1CCOC1 (THF). Yields the product O=C(C=CC1(CC1)CC#N)C ([1-(3-Oxobut-1-en-1-yl)cyclopropyl]acetonitrile). Yield: 92.1%. Reaction SMILES: O=[CH:2][CH2:3][C:4]1([CH2:7][C:8]#[N:9])[CH2:6][CH2:5]1.C1(P(C2C=CC=CC=2)(C2C=CC=CC=2)=[CH:17][C:18](=[O:20])C)C=CC=CC=1>C1COCC1>[O:20]=[C:18]([CH3:17])[CH:2]=[CH:3][C:4]1([CH2:7][C:8]#[N:9])[CH2:6][CH2:5]1. Reported procedure: A mixture of the aldehyde from Example 1, Step 2 (8.12 g, 75 mmol) and 1-triphenylphosphoranylidene-2-propanone (26.4 g, 83 mmol) in 250 mL THF was heated to reflux overnight. The reaction mixture was partitioned between 1N HCl and ethyl acetate, and the organic layer was washed with brine, dried over MgSO4 and evaporated. Et2O was added to the residue, the phosphine oxide was filtered off and the solvent removed in vacuo. Purification through a plug of silica gel provided 10.3 g of the title co... The reactants are C(C(C)C)C(C(=O)OCC)C(=O)OCC (diethyl isobutylmalonate), [OH-].[K+] (KOH). The solvent is CCO (EtOH), CCO (EtOH), O (water). Reaction conditions: temperature 25 celsius, time 16 hour. The product is C(C(C)C)C(C(=O)O)C(=O)O (isobutylmalonic acid). Isolated yield 87.8%. RXN SMILES: [CH2:1]([CH:5]([C:11]([O:13]CC)=[O:12])[C:6]([O:8]CC)=[O:7])[CH:2]([CH3:4])[CH3:3].[OH-].[K+]>CCO.O>[CH2:1]([CH:5]([C:11]([OH:13])=[O:12])[C:6]([OH:8])=[O:7])[CH:2]([CH3:4])[CH3:3] |f:1.2|. Procedure details: To a solution of 8.34 g (38.6 mmol) of diethyl isobutylmalonate in 35 mL of 95% EtOH was added a solution of 9.0 g (161 mmol) of KOH in 110 mL of 95% EtOH. The mixture was stirred at 25° C. for 16 hours and then at reflux for 1 hour. The mixture was cooled, diluted with water and extracted with CH3Cl. The aqueous layer was cooled to 0° C. and acidified to pH<1 with 30 mL of concentrated HCl, then it was extracted with CHCl3. The aqueous layer was further continuously extracted with CHCl3 overnig... Starting materials: ClCC#CC1=CC(=C(C=C1)[N+](=O)[O-])OC (4-(3-chloro-1-propyn-1-yl)-2-(methyloxy)-1-nitrobenzene), N1CCCCC1 (piperidine). The solvent is O1CCOCC1 (dioxane). Run at temperature 110 celsius. Yields the product COC=1C=C(C=CC1[N+](=O)[O-])C#CCN1CCCCC1 (1-{3-[3-(methyloxy)-4-nitrophenyl]-2-propyn-1-yl}piperidine). Yield: 96.4%. Reaction SMILES: Cl[CH2:2][C:3]#[C:4][C:5]1[CH:10]=[CH:9][C:8]([N+:11]([O-:13])=[O:12])=[C:7]([O:14][CH3:15])[CH:6]=1.[NH:16]1[CH2:21][CH2:20][CH2:19][CH2:18][CH2:17]1>O1CCOCC1>[CH3:15][O:14][C:7]1[CH:6]=[C:5]([C:4]#[C:3][CH2:2][N:16]2[CH2:21][CH2:20][CH2:19][CH2:18][CH2:17]2)[CH:10]=[CH:9][C:8]=1[N+:11]([O-:13])=[O:12]. Reported procedure: To 4-(3-chloro-1-propyn-1-yl)-2-(methyloxy)-1-nitrobenzene (0.250 g, 1.1 mmol) in 10 mL of dioxane was added, piperidine (0.26 g, 3.1 mmol). The mixture was heated to 110° C. for 3 h. The mixture was purified by flash chromatography to give the title compound of step C (0.29 g, 1.06 mmol, 95%). 1H NMR (400 MHz, CDCl3) δ ppm 7.79 (d, J=8.42 Hz, 1H), 7.11 (d, J=1.47 Hz, 1H), 7.06 (dd, J=8.33, 1.56 Hz, 1H), 3.94 (s, 3H), 3.50 (s, 2H), 2.54-2.63 (m, 4H), 1.62-1.70 (m, 4H), 1.41-1.50 (m, 2H). Starting materials: CC(=O)C1=CCC2C3CCC4CC(O)CCC4(C)C3C(=O)CC12C, Cc1ccc(S(=O)(=O)Cl)cc1, c1ccncc1. The product is CC(=O)C1=CCC2C3CCC4CC(OS(=O)(=O)c5ccc(C)cc5)CCC4(C)C3C(=O)CC12C. As a reaction SMILES: [OH:1][CH:2]1[CH2:3][CH:4]2[CH2:5][CH2:6][CH:7]3[CH:8]4[CH2:9][CH:10]=[C:11]([C:12]([CH3:13])=[O:14])[C:15]4([CH3:24])[CH2:16][C:17](=[O:23])[CH:18]3[C:19]2([CH3:22])[CH2:20][CH2:21]1.[c:25]1([CH3:35])[cH:26][cH:27][c:28]([S:31](=[O:32])(=[O:33])[Cl:34])[cH:29][cH:30]1.[cH:36]1[cH:37][cH:38][n:39][cH:40][cH:41]1>>[O:1]([CH:2]1[CH2:3][CH:4]2[CH2:5][CH2:6][CH:7]3[CH:8]4[CH2:9][CH:10]=[C:11]([C:12]([CH3:13])=[O:14])[C:15]4([CH3:24])[CH2:16][C:17](=[O:23])[CH:18]3[C:19]2([CH3:22])[CH2:20][CH2:21]1)[S:31]([c:28]1[cH:27][cH:26][c:25]([CH3:35])[cH:30][cH:29]1)(=[O:32])=[O:33].